From a dataset of the Open Reaction Database (ORD), a public repository of structured organic reaction records. describe an organic reaction: reactants, conditions, products, and yield The reactants are COC(=O)c1cc(Cl)ccc1NC(=O)CSCC(=O)O, Nc1cccc(-c2ccncc2)c1. Yields the product COC(=O)c1cc(Cl)ccc1NC(=O)CSCC(=O)Nc1cccc(-c2ccncc2)c1. RXN SMILES: [Cl:14][c:15]1[cH:16][c:17]([C:30](=[O:31])[O:32][CH3:33])[c:18]([NH:21][C:22]([CH2:23][S:24][CH2:25][C:26](=[O:27])[OH:28])=[O:29])[cH:19][cH:20]1.[n:1]1[cH:2][cH:3][c:4](-[c:7]2[cH:8][c:9]([NH2:10])[cH:11][cH:12][cH:13]2)[cH:5][cH:6]1>>[n:1]1[cH:2][cH:3][c:4](-[c:7]2[cH:8][c:9]([NH:10][C:26]([CH2:25][S:24][CH2:23][C:22]([NH:21][c:18]3[c:17]([C:30](=[O:31])[O:32][CH3:33])[cH:16][c:15]([Cl:14])[cH:20][cH:19]3)=[O:29])=[O:27])[cH:11][cH:12][cH:13]2)[cH:5][cH:6]1. Reactants: [OH-].[Na+] (sodium hydroxide), Cl.Cl.CC1=CC=CC(=N1)CSC(N)=N (2-(6-methylpyrid-2-ylmethyl)isothiourea dihydrochloride). The solvent is O (water), O (water). Run at temperature 20 celsius, time 35 minute. Product: CC1=CC=CC(=N1)CS (6-Methylpyrid-2-ylmethanethiol). The yield is 88.2%. Reaction SMILES: [OH-].[Na+].Cl.Cl.[CH3:5][C:6]1[N:11]=[C:10]([CH2:12][S:13]C(=N)N)[CH:9]=[CH:8][CH:7]=1>O>[CH3:5][C:6]1[N:11]=[C:10]([CH2:12][SH:13])[CH:9]=[CH:8][CH:7]=1 |f:0.1,2.3.4|. Procedure details: A solution of sodium hydroxide pellets (37 g) in distilled water (140 cc) is added dropwise, in the course of 15 minutes, to a solution, cooled to 15° C., of 2-(6-methylpyrid-2-ylmethyl)isothiourea dihydrochloride (114.7 g) in distilled water (280 cc). The reaction mixture is heated to the boil and is then stirred for 35 minutes. After cooling to 20° C., the reaction mixture is extracted three times with diethyl ether (480 cc in total). The combined ether extracts are washed three times with dis...